This data is from the Open Reaction Database (ORD), a public repository of structured organic reaction records. The task is: describe an organic reaction: reactants, conditions, products, and yield Starting materials: CCN=C=NCCCN(C)C, CCN(C(C)C)C(C)C, Cl, Cl, Cl, NCC(=O)N1CCN(C(=O)c2cc(Cl)ccc2Cl)CC1, CN(C)C=O, O, On1nnc2ccccc21, O=C(O)c1cc(-c2ccccc2)[nH]n1. Yields the product O=C(NCC(=O)N1CCN(C(=O)c2cc(Cl)ccc2Cl)CC1)c1cc(-c2ccccc2)[nH]n1. As a reaction SMILES: [CH3:35][CH2:36][N:37]=[C:38]=[N:39][CH2:40][CH2:41][CH2:42][N:43]([CH3:44])[CH3:45].[CH:11]([N:12]([CH2:13][CH3:14])[CH:15]([CH3:16])[CH3:17])([CH3:18])[CH3:19].[ClH:34].[ClH:46].[ClH:47].[NH2:48][CH2:49][C:50](=[O:51])[N:52]1[CH2:53][CH2:54][N:55]([C:58]([c:59]2[c:60]([Cl:66])[cH:61][cH:62][c:63]([Cl:65])[cH:64]2)=[O:67])[CH2:56][CH2:57]1.[O:68]=[CH:69][N:70]([CH3:71])[CH3:72].[OH2:73].[OH:1][n:2]1[c:3]2[c:4]([cH:5][cH:6][cH:7][cH:8]2)[n:9][n:10]1.[c:20]1(-[c:26]2[cH:27][c:28]([C:31](=[O:32])[OH:33])[n:29][nH:30]2)[cH:21][cH:22][cH:23][cH:24][cH:25]1>>[c:20]1(-[c:26]2[cH:27][c:28]([C:31](=[O:33])[NH:48][CH2:49][C:50](=[O:51])[N:52]3[CH2:53][CH2:54][N:55]([C:58]([c:59]4[c:60]([Cl:66])[cH:61][cH:62][c:63]([Cl:65])[cH:64]4)=[O:67])[CH2:56][CH2:57]3)[n:29][nH:30]2)[cH:21][cH:22][cH:23][cH:24][cH:25]1. Reactants: C(C)OC(COC1=CC(=C(C=C1)C#N)Cl)=O ((3-chloro-4-cyano-phenoxy)-acetic acid ethyl ester), CC1(OB(OC1(C)C)C1=CC=C(C=C1)C=1SC=CC1NS(=O)(=O)C(C)C)C (propane-2-sulfonic acid {2-[4-(4,4,5,5-tetramethyl-[1,3,2]dioxaborolan-2-yl)-phenyl]-thiophen-3-yl}-amide), C(=O)([O-])[O-].[Na+].[Na+] (Na2CO3), Pd(PCy3)2Cl2, Cl (HCl). Solvent: O1CCOCC1 (1,4-dioxane). Product: C(C)OC(COC=1C=C(C(=CC1)C#N)C1=CC=C(C=C1)C=1SC=CC1NS(=O)(=O)C(C)C)=O ({6-Cyano-4′-[3-(propane-2-sulfonylamino)-thiophen-2-yl]-biphenyl-3-yloxy}-acetic acid ethyl ester). Yield: 84.0%. Reaction SMILES: [CH2:1]([O:3][C:4](=[O:16])[CH2:5][O:6][C:7]1[CH:12]=[CH:11][C:10]([C:13]#[N:14])=[C:9](Cl)[CH:8]=1)[CH3:2].CC1(C)C(C)(C)OB([C:25]2[CH:30]=[CH:29][C:28]([C:31]3[S:32][CH:33]=[CH:34][C:35]=3[NH:36][S:37]([CH:40]([CH3:42])[CH3:41])(=[O:39])=[O:38])=[CH:27][CH:26]=2)O1.C([O-])([O-])=O.[Na+].[Na+].Cl>O1CCOCC1>[CH2:1]([O:3][C:4](=[O:16])[CH2:5][O:6][C:7]1[CH:8]=[C:9]([C:25]2[CH:26]=[CH:27][C:28]([C:31]3[S:32][CH:33]=[CH:34][C:35]=3[NH:36][S:37]([CH:40]([CH3:42])[CH3:41])(=[O:38])=[O:39])=[CH:29][CH:30]=2)[C:10]([C:13]#[N:14])=[CH:11][CH:12]=1)[CH3:2] |f:2.3.4|. Procedure: Heat (3-chloro-4-cyano-phenoxy)-acetic acid ethyl ester (120 mg, 0.50 mmol), propane-2-sulfonic acid {2-[4-(4,4,5,5-tetramethyl-[1,3,2]dioxaborolan-2-yl)-phenyl]-thiophen-3-yl}-amide (204 mg, 0.50 mmol), 2 M aqueous Na2CO3 solution (0.75 mL) and Pd(PCy3)2Cl2(55.4 mg, 0.075 mmol) in 1,4-dioxane (3.0 mL) to 80° C. under nitrogen atmosphere for 20 h. Pour into 0.1 M HCl solution and adjust pH to 7, then extract with diethyl ether (3×50 mL) and dry the combined organic phases (MgSO4) and concentrate... Reactants: FC1=CC=C(C=C1)[N+](=O)[O-] (4-fluoronitrobenzene), C[C@@H]1NC[C@@H](NC1)C (cis-2,5-dimethylpiperazine), C([O-])(O)=O.[Na+] (sodium bicarbonate). The solvent is C(CCCC)O (n-pentanol). Product: [N+](=O)([O-])C1=CC=C(C=C1)N1[C@H](CN[C@H](C1)C)C (4-Nitrophenyl-cis-2,5-dimethylpiperazine). RXN SMILES: F[C:2]1[CH:7]=[CH:6][C:5]([N+:8]([O-:10])=[O:9])=[CH:4][CH:3]=1.[CH3:11][C@H:12]1[CH2:17][NH:16][C@@H:15]([CH3:18])[CH2:14][NH:13]1.C(=O)(O)[O-].[Na+]>C(O)CCCC>[N+:8]([C:5]1[CH:6]=[CH:7][C:2]([N:13]2[CH2:14][C@H:15]([CH3:18])[NH:16][CH2:17][C@@H:12]2[CH3:11])=[CH:3][CH:4]=1)([O-:10])=[O:9] |f:2.3|. Procedure: A mixture of 4-fluoronitrobenzene (30.34 g, 0.22 mole), cis-2,5-dimethylpiperazine (25 g, 0.22 mole) and sodium bicarbonate (24 g, 0.28 mole) in n-pentanol (150 ml) was heated under nitrogen at 90°-100° for 18 hours. After filtration, the n-pentanol was removed under reduced pressure and the residue was partitioned between methylene chloride and water. The organic phase was separated, washed again with water, dried over magnesium sulphate, and concentrated under reduced pressure. The residue was...